This data is from the Open Reaction Database (ORD), a public repository of structured organic reaction records. The task is: describe an organic reaction: reactants, conditions, products, and yield Starting materials: OC=1C=C(C=CC1OC)C1=NN(C(C1(C)C)=O)C1CCN(CC1)C(CN1C(CCC1=O)=O)=O (1-(2-{4-[3-(3-hydroxy-4-methoxyphenyl)-4,4-dimethyl-5-oxo-4,5-dihydro-1H-pyrazol-1-yl]piperidin-1-yl}-2-oxoethyl)pyrrolidine-2,5-dione), OC=1C=C(C=CC1OC)C1=NN(C(C1(C)C)=O)C1CCN(CC1)C(CN1C(CCC1=O)=O)=O (1-(2-{4-[3-(3-hydroxy-4-methoxyphenyl)-4,4-dimethyl-5-oxo-4,5-dihydro-1H-pyrazol-1-yl]piperidin-1-yl}-2-oxoethyl)pyrrolidine-2,5-dione), ICC (iodoethane). The product is C(C)OC=1C=C(C=CC1OC)C1=NN(C(C1(C)C)=O)C1CCN(CC1)C(CN1C(CCC1=O)=O)=O (1-(2-{4-[3-(3-ethoxy-4-methoxyphenyl)-4,4-dimethyl-5-oxo-4,5-dihydro-1H-pyrazol-1-yl]piperidin-1-yl}-2-oxoethyl)pyrrolidine-2,5-dione). As a reaction SMILES: [OH:1][C:2]1[CH:3]=[C:4]([C:10]2[C:14]([CH3:16])([CH3:15])[C:13](=[O:17])[N:12]([CH:18]3[CH2:23][CH2:22][N:21]([C:24](=[O:33])[CH2:25][N:26]4[C:30](=[O:31])[CH2:29][CH2:28][C:27]4=[O:32])[CH2:20][CH2:19]3)[N:11]=2)[CH:5]=[CH:6][C:7]=1[O:8][CH3:9].I[CH2:35][CH3:36]>>[CH2:35]([O:1][C:2]1[CH:3]=[C:4]([C:10]2[C:14]([CH3:15])([CH3:16])[C:13](=[O:17])[N:12]([CH:18]3[CH2:23][CH2:22][N:21]([C:24](=[O:33])[CH2:25][N:26]4[C:27](=[O:32])[CH2:28][CH2:29][C:30]4=[O:31])[CH2:20][CH2:19]3)[N:11]=2)[CH:5]=[CH:6][C:7]=1[O:8][CH3:9])[CH3:36]. Reported procedure: Prepared analogously as described for example 5 using 1-(2-{4-[3-(3-hydroxy-4-methoxyphenyl)-4,4-dimethyl-5-oxo-4,5-dihydro-1H-pyrazol-1-yl]piperidin-1-yl}-2-oxoethyl)pyrrolidine-2,5-dione (compound A4) and iodoethane as starting compounds. The reactants are O=C(Cl)c1ccccc1, CC(C)=O, [K+], [K+], [Na+], O=C([O-])[O-], [OH-], O, CC(C)(OCc1n[nH]c2ccccc12)C(=O)O. Yields the product CC(C)(OCc1nn(C(=O)c2ccccc2)c2ccccc12)C(=O)O. Reaction SMILES: [C:24]([c:25]1[cH:26][cH:27][cH:28][cH:29][cH:30]1)(=[O:31])[Cl:32].[CH3:35][C:36](=[O:37])[CH3:38].[K+:18].[K+:19].[Na+:34].[O-:20][C:21]([O-:22])=[O:23].[OH-:33].[OH2:39].[nH:1]1[n:2][c:3]([CH2:10][O:11][C:12]([C:13](=[O:14])[OH:15])([CH3:16])[CH3:17])[c:4]2[cH:5][cH:6][cH:7][cH:8][c:9]12>>[n:1]1([C:24]([c:25]2[cH:26][cH:27][cH:28][cH:29][cH:30]2)=[O:31])[n:2][c:3]([CH2:10][O:11][C:12]([C:13](=[O:14])[OH:15])([CH3:16])[CH3:17])[c:4]2[cH:5][cH:6][cH:7][cH:8][c:9]12. The reactants are BrCc1ccccc1, C[Si](C)(C)[N-][Si](C)(C)C, COC(=O)C1CCc2ccccc21, [Na+], C1CCOC1. Yields the product COC(=O)C1(Cc2ccccc2)CCc2ccccc21. RXN SMILES: [Br:24][CH2:25][c:26]1[cH:27][cH:28][cH:29][cH:30][cH:31]1.[CH3:15][Si:16]([N-:17][Si:18]([CH3:19])([CH3:20])[CH3:21])([CH3:22])[CH3:23].[CH:1]1([C:10](=[O:11])[O:12][CH3:13])[CH2:2][CH2:3][c:4]2[cH:5][cH:6][cH:7][cH:8][c:9]21.[Na+:14].[O:32]1[CH2:33][CH2:34][CH2:35][CH2:36]1>>[C:1]1([C:10](=[O:11])[O:12][CH3:13])([CH2:25][c:26]2[cH:27][cH:28][cH:29][cH:30][cH:31]2)[CH2:2][CH2:3][c:4]2[cH:5][cH:6][cH:7][cH:8][c:9]21. Starting materials: [O-][Cl+3]([O-])([O-])[O-], [Li+], [Na+], COCOc1cc2c(cc1[N+](=O)[O-])C1OC1C(C)(C)O2, C1COCCO1, O=C([O-])O, NCCc1ccccc1. The product is COCOc1cc2c(cc1[N+](=O)[O-])C(NCCc1ccccc1)CC(C)(C)O2. Reaction SMILES: [Cl+3:21]([O-:22])([O-:23])([O-:24])[O-:25].[Li+:26].[Na+:36].[O:1]1[CH:2]2[C:3]([CH3:19])([CH3:20])[O:4][c:5]3[c:6]([cH:8][c:9]([N+:16](=[O:17])[O-:18])[c:10]([O:12][CH2:13][O:14][CH3:15])[cH:11]3)[CH:7]12.[O:41]1[CH2:42][CH2:43][O:44][CH2:45][CH2:46]1.[OH:37][C:38](=[O:39])[O-:40].[c:27]1([CH2:33][CH2:34][NH2:35])[cH:28][cH:29][cH:30][cH:31][cH:32]1>>[CH2:2]1[C:3]([CH3:19])([CH3:20])[O:4][c:5]2[c:6]([cH:8][c:9]([N+:16](=[O:17])[O-:18])[c:10]([O:12][CH2:13][O:14][CH3:15])[cH:11]2)[CH:7]1[NH:35][CH2:34][CH2:33][c:27]1[cH:28][cH:29][cH:30][cH:31][cH:32]1. Starting materials: Cl (hydrochloric acid), C(=O)(OC(C)(C)C)N[C@@H](CSC)C(=O)O ((R)-Boc-(S-methyl)cysteine), N[C@H]([C@H]([C@@H](O)C1CC1)O)CC1CCCCC1 ((1S,2R,3S)-3-amino-4-cyclohexyl-1-cyclopropyl-1,2-butanediol), Boc. The solvent is CO (methanol). Product: N[C@H](C(=O)N[C@H]([C@H]([C@@H](O)C1CC1)O)CC1CCCCC1)CSC ((R)-2-amino-N-[(1S,2R,3S)-1-(cyclohexylmethyl)-3-cyclopropyl-2,3-dihydroxypropyl]-3-(methylthio)propionamide). As a reaction SMILES: C([NH:8][C@H:9]([C:13]([OH:15])=O)[CH2:10][S:11][CH3:12])(OC(C)(C)C)=O.[NH2:16][C@@H:17]([CH2:25][CH:26]1[CH2:31][CH2:30][CH2:29][CH2:28][CH2:27]1)[C@@H:18]([OH:24])[C@H:19]([CH:21]1[CH2:23][CH2:22]1)[OH:20].Cl>CO>[NH2:8][C@@H:9]([CH2:10][S:11][CH3:12])[C:13]([NH:16][C@@H:17]([CH2:25][CH:26]1[CH2:31][CH2:30][CH2:29][CH2:28][CH2:27]1)[C@@H:18]([OH:24])[C@H:19]([CH:21]1[CH2:23][CH2:22]1)[OH:20])=[O:15]. Procedure: tert-Butyl [(R)-1-[[(1S,2R,3S)-1-(cyclohexylmethyl)-3-cyclopropyl-2,3-dihydroxypropyl]carbamoyl]-2-(methylthio)ethyl]carbamate was obtained as an amorphous solid, MS: 445 (M+H)+, by condensing (R)-Boc-(S-methyl)cysteine (J. Chem. Soc. C 1967, 2632) and (1S,2R,3S)-3-amino-4-cyclohexyl-1-cyclopropyl-1,2-butanediol in an analogous manner to that described in Example 1g). Subsequent cleavage of the Boc protecting group using hydrochloric acid in methanol yielded (R)-2-amino-N-[(1S,2R,3S)-1-(cyclohex...